From a dataset of the Open Reaction Database (ORD), a public repository of structured organic reaction records. describe an organic reaction: reactants, conditions, products, and yield The reactants are CCOC(C)=O, Cc1ccc(-c2ccc3c(c2)C=C(C(=O)OC(C)(C)C)CO3)cc1, CCCCCC, Cl. Product: Cc1ccc(-c2ccc3c(c2)C=C(C(=O)O)CO3)cc1. As a reaction SMILES: [C:25]([O:26][CH2:27][CH3:28])(=[O:29])[CH3:30].[CH3:1][c:2]1[cH:3][cH:4][c:5](-[c:8]2[cH:9][cH:10][c:11]3[c:12]([cH:24]2)[CH:13]=[C:14]([C:17](=[O:18])[O:19][C:20]([CH3:21])([CH3:22])[CH3:23])[CH2:15][O:16]3)[cH:6][cH:7]1.[CH3:32][CH2:33][CH2:34][CH2:35][CH2:36][CH3:37].[ClH:31]>>[CH3:1][c:2]1[cH:3][cH:4][c:5](-[c:8]2[cH:9][cH:10][c:11]3[c:12]([cH:24]2)[CH:13]=[C:14]([C:17](=[O:18])[OH:19])[CH2:15][O:16]3)[cH:6][cH:7]1. Starting materials: COC1=C(OCC=2N=C(OC2C)C2=CC=C(C=C2)CC(=O)OCC)C=CC(=C1)COC1=NN(C=C1\C=C\C=1N=C(SC1C)N1CCOCC1)C1=CC=CC=C1 (ethyl (4-{4-[(2-methoxy-4-{[(4-{(E)-2-[5-methyl-2-(morpholin-4-yl)-1,3-thiazol-4-yl]ethenyl}-1-phenyl-1H-pyrazol-3-yl)oxy]methyl}phenoxy)methyl]-5-methyl-1,3-oxazol-2-yl}phenyl)acetate), O1CCCC1 (tetrahydrofuran), [OH-].[Na+] (sodium hydroxide), Cl (hydrochloric acid). Solvent: C(C)O (ethanol), O (water). Run at temperature 50 celsius, time 2 hour. The product is COC1=C(OCC=2N=C(OC2C)C2=CC=C(C=C2)CC(=O)O)C=CC(=C1)COC1=NN(C=C1\C=C\C=1N=C(SC1C)N1CCOCC1)C1=CC=CC=C1 ([4-(4-{[2-methoxy-4-({[4-{(E)-2-[5-methyl-2-(morpholin-4-yl)-1,3-thiazol-4-yl]ethenyl}-1-phenyl-1H-pyrazol-3-yl]oxy}methyl)phenoxy]methyl)-5-methyl-1,3-oxazol-2-yl}phenyl]acetic acid). Isolated yield 53.1%. As a reaction SMILES: [CH3:1][O:2][C:3]1[CH:28]=[C:27]([CH2:29][O:30][C:31]2[C:35](/[CH:36]=[CH:37]/[C:38]3[N:39]=[C:40]([N:44]4[CH2:49][CH2:48][O:47][CH2:46][CH2:45]4)[S:41][C:42]=3[CH3:43])=[CH:34][N:33]([C:50]3[CH:55]=[CH:54][CH:53]=[CH:52][CH:51]=3)[N:32]=2)[CH:26]=[CH:25][C:4]=1[O:5][CH2:6][C:7]1[N:8]=[C:9]([C:13]2[CH:18]=[CH:17][C:16]([CH2:19][C:20]([O:22]CC)=[O:21])=[CH:15][CH:14]=2)[O:10][C:11]=1[CH3:12].O1CCCC1.[OH-].[Na+].Cl>O.C(O)C>[CH3:1][O:2][C:3]1[CH:28]=[C:27]([CH2:29][O:30][C:31]2[C:35](/[CH:36]=[CH:37]/[C:38]3[N:39]=[C:40]([N:44]4[CH2:49][CH2:48][O:47][CH2:46][CH2:45]4)[S:41][C:42]=3[CH3:43])=[CH:34][N:33]([C:50]3[CH:51]=[CH:52][CH:53]=[CH:54][CH:55]=3)[N:32]=2)[CH:26]=[CH:25][C:4]=1[O:5][CH2:6][C:7]1[N:8]=[C:9]([C:13]2[CH:18]=[CH:17][C:16]([CH2:19][C:20]([OH:22])=[O:21])=[CH:15][CH:14]=2)[O:10][C:11]=1[CH3:12] |f:2.3|. Procedure details: To a mixture of ethyl (4-{4-[(2-methoxy-4-{[(4-{(E)-2-[5-methyl-2-(morpholin-4-yl)-1,3-thiazol-4-yl]ethenyl}-1-phenyl-1H-pyrazol-3-yl)oxy]methyl}phenoxy)methyl]-5-methyl-1,3-oxazol-2-yl}phenyl)acetate (0.43 g), tetrahydrofuran (12 mL) and ethanol (3 mL) was added 1N aqueous sodium hydroxide solution (1.5 mL), and the mixture was stirred at 50° C. for 2 hrs. To the reaction mixture were added 1N hydrochloric acid (1.5 mL) and water, and the mixture was extracted with ethyl acetate. The ethyl acet... Reactants: COc1ccc(Br)cc1S(=O)(=O)Cl, ClCCl, Nc1ccccc1N, c1ccncc1. Yields the product COc1ccc(Br)cc1S(=O)(=O)Nc1ccccc1N. Reaction SMILES: [Br:9][c:10]1[cH:11][cH:12][c:13]([O:20][CH3:21])[c:14]([S:16](=[O:17])(=[O:18])[Cl:19])[cH:15]1.[Cl:22][CH2:23][Cl:24].[c:1]1([NH2:8])[c:2]([NH2:7])[cH:3][cH:4][cH:5][cH:6]1.[cH:25]1[cH:26][cH:27][n:28][cH:29][cH:30]1>>[c:1]1([NH:8][S:16]([c:14]2[c:13]([O:20][CH3:21])[cH:12][cH:11][c:10]([Br:9])[cH:15]2)(=[O:17])=[O:18])[c:2]([NH2:7])[cH:3][cH:4][cH:5][cH:6]1. Starting materials: ClCCC(=O)Cl (3-chloropropionyl chloride), FC1=C(N)C=CC=C1 (2-fluoroaniline). The solvent is O1CCCC1 (tetrahydrofurane), O1CCCC1 (tetrahydrofurane), N1=CC=CC=C1 (pyridine), O (water). Reaction conditions: time 18 hour. Product: ClCCC(=O)NC1=C(C=CC=C1)F (3-chloro-N-(2-fluorophenyl)propanamide). RXN SMILES: [F:1][C:2]1[CH:8]=[CH:7][CH:6]=[CH:5][C:3]=1[NH2:4].[Cl:9][CH2:10][CH2:11][C:12](Cl)=[O:13]>O1CCCC1.N1C=CC=CC=1.O>[Cl:9][CH2:10][CH2:11][C:12]([NH:4][C:3]1[CH:5]=[CH:6][CH:7]=[CH:8][C:2]=1[F:1])=[O:13]. Procedure details: A solution of 2-fluoroaniline (20.00 g, 180.0 mmol) in tetrahydrofurane (100 mL) and pyridine (22 mL) was stirred for 15 min and then 3-chloropropionyl chloride (25.14 g, 198 mmol) in tetrahydrofurane (50 ml) was added at 0° C. The mixture was stirred for 18 h at room temperature under inert atmosphere. After the completion of the reaction, the mixture was diluted with water. The aqueous layer was separated and extracted with diethylether. The collected organic parts were washed with water and b... The reactants are [Cl-], ClCc1ccccc1, [Na+], [Na+], [OH-], OCCOCCOCCOCCO. The product is OCCOCCOCCOCCOCc1ccccc1. As a reaction SMILES: [Cl-:24].[Cl:16][CH2:17][c:18]1[cH:19][cH:20][cH:21][cH:22][cH:23]1.[Na+:15].[Na+:25].[OH-:14].[OH:1][CH2:2][CH2:3][O:4][CH2:5][CH2:6][O:7][CH2:8][CH2:9][O:10][CH2:11][CH2:12][OH:13]>>[OH:1][CH2:2][CH2:3][O:4][CH2:5][CH2:6][O:7][CH2:8][CH2:9][O:10][CH2:11][CH2:12][O:13][CH2:17][c:18]1[cH:19][cH:20][cH:21][cH:22][cH:23]1. Starting materials: BrC1=C(C=C(C=C1)C(F)(F)F)F (1-Bromo-2-fluoro-4-trifluoromethyl-benzene), CC(C)(C)OC(=O)N1CCNCC1 (n-Boc-piperazine), C1(CCCCC1)P(C1=C(C=CC=C1)C1=CC=CC=C1)C1CCCCC1 (2-(Dicyclohexylphosphino)biphenyl). The reagents and catalysts are C=1C=CC(=CC1)/C=C/C(=O)/C=C/C2=CC=CC=C2.C=1C=CC(=CC1)/C=C/C(=O)/C=C/C2=CC=CC=C2.C=1C=CC(=CC1)/C=C/C(=O)/C=C/C2=CC=CC=C2.[Pd].[Pd].C(Cl)(Cl)Cl (Tris(dibenzylideneacetone)dipalladium chloroform). The solvent is C1(=CC=CC=C1)C (toluene). Reaction conditions: temperature 80 celsius. Yields the product C(C)(C)(C)OC(=O)N1CCN(CC1)C1=C(C=C(C=C1)C(F)(F)F)F (4-(2-Fluoro-4-trifluoromethyl-phenyl)-piperazine-1-carboxylic acid tert-butyl ester). RXN SMILES: Br[C:2]1[CH:7]=[CH:6][C:5]([C:8]([F:11])([F:10])[F:9])=[CH:4][C:3]=1[F:12].[CH3:13][C:14]([O:17][C:18]([N:20]1[CH2:25][CH2:24][NH:23][CH2:22][CH2:21]1)=[O:19])([CH3:16])[CH3:15].C1(P(C2CCCCC2)C2C=CC=CC=2C2C=CC=CC=2)CCCCC1>C1(C)C=CC=CC=1.C1C=CC(/C=C/C(/C=C/C2C=CC=CC=2)=O)=CC=1.C1C=CC(/C=C/C(/C=C/C2C=CC=CC=2)=O)=CC=1.C1C=CC(/C=C/C(/C=C/C2C=CC=CC=2)=O)=CC=1.[Pd].[Pd].C(Cl)(Cl)Cl>[C:14]([O:17][C:18]([N:20]1[CH2:25][CH2:24][N:23]([C:2]2[CH:7]=[CH:6][C:5]([C:8]([F:11])([F:10])[F:9])=[CH:4][C:3]=2[F:12])[CH2:22][CH2:21]1)=[O:19])([CH3:16])([CH3:13])[CH3:15] |f:4.5.6.7.8.9|. Procedure: A mixture of 5 g (20 mmol) 1-Bromo-2-fluoro-4-trifluoromethyl-benzene, 4.6 g (24.7 mmol) n-Boc-piperazine, 106 mg (0.1 mmol) Tris(dibenzylideneacetone)dipalladium chloroform complex 2.77 g (28.8 mmol) sodium-t-butoxide and 144 mg (0.4 mmol) 2-(Dicyclohexylphosphino)biphenyl in 50 ml toluene was heated for 16 h at 80° C. After cooling to room temperature the mixture was treated with 15 g Isolute HM-N and all volatiles were removed under vacuum. The residue was purified on silica eluting with a gr... Reactants: O1C(CCCC1)N1N=CC=C1 (1-(tetrahydropyran-2-yl)-1H-pyrazole), Cl (hydrochloric acid), B(OC(C)C)(OC(C)C)OC(C)C (triisopropyl borate). The solvent is C1CCOC1 (THF), C(CCC)[Li] (n-butyl lithium). Run at temperature -78 celsius, time 30 minute. Yields the product O1C(CCCC1)N1N=CC=C1.O1C(CCCC1)N1N=CC=C1B(O)O ([1-(tetrahydro-2H-pyran-2-yl)-1H-pyrazol-5-yl]boronic acid 1-(tetrahydropyran-2-yl)-1H-pyrazole). Reaction SMILES: [O:1]1[CH2:6][CH2:5][CH2:4][CH2:3][CH:2]1[N:7]1[CH:11]=[CH:10][CH:9]=[N:8]1.[B:12](OC(C)C)([O:17]C(C)C)[O:13]C(C)C.Cl>C1COCC1.C([Li])CCC>[O:1]1[CH2:6][CH2:5][CH2:4][CH2:3][CH:2]1[N:7]1[CH:11]=[CH:10][CH:9]=[N:8]1.[O:1]1[CH2:6][CH2:5][CH2:4][CH2:3][CH:2]1[N:7]1[C:11]([B:12]([OH:17])[OH:13])=[CH:10][CH:9]=[N:8]1 |f:5.6|. Procedure: A mixture of pyrazole (14.3 g, 0.21 mmol), 3,4-dihydro-2H-pyrane (29 mL, 0.32 mmol) and trifluoroacetic acid (0.1 mL, 0.0013 mmol) was heated under reflux for 5 hours. After the mixture was cooled to room temperature, sodium hydride (60%, 0.2 g, 0.008 mmol) was added thereto, and the mixture was stirred for 10 minutes. The reaction mixture was subjected to distillation under reduced pressure (60-65° C., 0.5-1 mmHg), whereby 1-(tetrahydropyran-2-yl)-1H-pyrazole (30.8 g, 96%) was obtained. To a st... The reactants are Cl (HCl), C(C)(C)(C)OC(NC=1N=C2SC(=CN2C1)Br)=O ((2-bromo-imidazo[2,1-b]thiazol-6-yl)-carbamic acid tert-butyl ester). The solvent is O1CCOCC1 (dioxane). Reaction conditions: time 4 hour. The product is Cl.BrC1=CN2C(S1)=NC(=C2)N (2-bromo-imidazo[2,1-b]thiazol-6-ylamine hydrochloride). RXN SMILES: [ClH:1].C(OC(=O)[NH:8][C:9]1[N:10]=[C:11]2[N:15]([CH:16]=1)[CH:14]=[C:13]([Br:17])[S:12]2)(C)(C)C>O1CCOCC1>[ClH:1].[Br:17][C:13]1[S:12][C:11]2=[N:10][C:9]([NH2:8])=[CH:16][N:15]2[CH:14]=1 |f:3.4|. Reported procedure: To a solution of 4M HCl in dioxane (2 mL) was added compound 10 (0.13 mmol). The reaction mixture was stirred at room temperature for 4 hrs. The mixture was concentrated under vacuum and the solid was dried in vacuo to give compound 11 as a white solid in quantitative yield. 1H NMR (CDCl3, 400 MHz) δ (ppm) 5.26 (s, 2H), 8.20 (s, 1H), 9.92 (brs, 1H), 10.05 (brs, 1H); and MS (ESI, EI+) m/z=218.02-220.03 (MH+). Solvent: petroleum ether. Reported procedure: Trimethylhydroquinone was reacted with acrylophenone by the procedure of Example 1 to give (±)-6-hydroxy-2-methoxy-2-phenyl-5,7,8-trimethylchroman as a white solid, m.p. 190.5°-192.5° from acetone-30°-60° petroleum ether. Product: OC=1C(=C2CCC(OC2=C(C1C)C)(C1=CC=CC=C1)OC)C ((±)-6-hydroxy-2-methoxy-2-phenyl-5,7,8-trimethylchroman). Reaction SMILES: [CH3:1][C:2]1[C:3]([OH:11])=[C:4]([CH3:10])[C:5]([CH3:9])=[C:6]([CH:8]=1)[OH:7].[C:12]([C:16]1[CH:21]=[CH:20][CH:19]=[CH:18][CH:17]=1)(=[O:15])[CH:13]=[CH2:14].[CH3:22]C(C)=O>>[OH:11][C:3]1[C:2]([CH3:1])=[C:8]2[C:6](=[C:5]([CH3:9])[C:4]=1[CH3:10])[O:7][C:12]([O:15][CH3:22])([C:16]1[CH:21]=[CH:20][CH:19]=[CH:18][CH:17]=1)[CH2:13][CH2:14]2. The reactants are CC=1C(=C(C(=C(O)C1)C)C)O (Trimethylhydroquinone), C(C=C)(=O)C1=CC=CC=C1 (acrylophenone), CC(=O)C (acetone).